This data is from the Open Reaction Database (ORD), a public repository of structured organic reaction records. The task is: describe an organic reaction: reactants, conditions, products, and yield The reactants are Cl.NC1=CC(=C(C(=O)NCCN(CC)CC)C=C1Cl)O (4-amino-5-chloro-N-[2-(diethylamino)ethyl]-2-hydroxybenzamide hydrochloride), C([O-])([O-])=O.[K+].[K+] (potassium carbonate), ClC1C(CCCC1)=O (2-chlorocyclohexanone). The solvent is CN(C)C=O (DMF). Conditions: time 4 day. Product: NC1=CC(=C(C(=O)NCCN(CC)CC)C=C1Cl)OC1C(CCCC1)=O (4-Amino-5-chloro-2-(cyclohexanon-2-yl)oxy-N-[2-(diethylamino)ethyl]benzamide). Yield: 13.1%. As a reaction SMILES: Cl.[NH2:2][C:3]1[C:18]([Cl:19])=[CH:17][C:6]([C:7]([NH:9][CH2:10][CH2:11][N:12]([CH2:15][CH3:16])[CH2:13][CH3:14])=[O:8])=[C:5]([OH:20])[CH:4]=1.C(=O)([O-])[O-].[K+].[K+].Cl[CH:28]1[CH2:33][CH2:32][CH2:31][CH2:30][C:29]1=[O:34]>CN(C=O)C>[NH2:2][C:3]1[C:18]([Cl:19])=[CH:17][C:6]([C:7]([NH:9][CH2:10][CH2:11][N:12]([CH2:13][CH3:14])[CH2:15][CH3:16])=[O:8])=[C:5]([O:20][CH:28]2[CH2:33][CH2:32][CH2:31][CH2:30][C:29]2=[O:34])[CH:4]=1 |f:0.1,2.3.4|. Reported procedure: A suspension of 4-amino-5-chloro-N-[2-(diethylamino)ethyl]-2-hydroxybenzamide hydrochloride (6.4 g, 20 mmoles) and potassium carbonate (13.8 g, 0.1 mole) in DMF (34 ml) and 2-chlorocyclohexanone (3.8 g, 28.6 mmoles) was stirred for 4 days, followed by partition between water and methylene chloride. The organic phase was washed well with water, dried and concentrated. The residue was chromatographed on deactivated on deactivated silica using methylene chloride (100), methanol (4), ammonia (0.5) a...